Dataset: the Open Reaction Database (ORD), a public repository of structured organic reaction records. Task: describe an organic reaction: reactants, conditions, products, and yield Starting materials: Cc1cc(=O)[nH]c(=S)[nH]1, CS(C)=O, [Cl-], C[NH+](C)c1ccccc1CCl, [Na+], [OH-], O. The product is Cc1cc(=O)[nH]c(SCc2ccccc2N(C)C)n1. As a reaction SMILES: [CH3:1][c:2]1[cH:3][c:4](=[O:9])[nH:5][c:6](=[S:8])[nH:7]1.[CH3:25][S:26]([CH3:27])=[O:28].[Cl-:10].[Cl:11][CH2:12][c:13]1[c:14]([NH+:19]([CH3:20])[CH3:21])[cH:15][cH:16][cH:17][cH:18]1.[Na+:24].[OH-:23].[OH2:22]>>[CH3:1][c:2]1[cH:3][c:4](=[O:9])[nH:5][c:6]([S:8][CH2:12][c:13]2[c:14]([N:19]([CH3:20])[CH3:21])[cH:15][cH:16][cH:17][cH:18]2)[n:7]1. The reactants are ClC=1N=CN(C1)C1=C(C=C(C=N1)N)OC (6-(4-chloro-1H-imidazol-1-yl)-5-methoxypyridin-3-amine), C(=S)(N1C(C=CC=C1)=O)N1C(C=CC=C1)=O (1,1′-thiocarbonyldipyridin-2(1H)-one), ( 3 ). Solvent: ClCCl (Dichloromethane). Reaction conditions: time 18 hour. Product: ClC=1N=CN(C1)C1=NC=C(C=C1OC)N=C=S (2-(4-chloro-1H-imidazol-1-yl)-5-isothiocyanato-3-methoxypyridine). Isolated yield 81.2%. Reaction SMILES: [Cl:1][C:2]1[N:3]=[CH:4][N:5]([C:7]2[N:12]=[CH:11][C:10]([NH2:13])=[CH:9][C:8]=2[O:14][CH3:15])[CH:6]=1.[C:16](N1C=CC=CC1=O)(N1C=CC=CC1=O)=[S:17]>ClCCl>[Cl:1][C:2]1[N:3]=[CH:4][N:5]([C:7]2[C:8]([O:14][CH3:15])=[CH:9][C:10]([N:13]=[C:16]=[S:17])=[CH:11][N:12]=2)[CH:6]=1. Procedure: Step O (3): Dichloromethane (100 mL) was added to a flask charged with 6-(4-chloro-1H-imidazol-1-yl)-5-methoxypyridin-3-amine (3.0 g, 13.35 mmol) and 1,1′-thiocarbonyldipyridin-2(1H)-one (3.10 g, 13.35 mmol). The resulting mixture was stirred for 18 h at rt. The reaction mixture was concentrated in vacuo. The crude products were purified using silica gel chromatography (0-5% EtOAc/chloroform, linear gradient) to afford 2-(4-chloro-1H-imidazol-1-yl)-5-isothiocyanato-3-methoxypyridine (2.89 g, 81%... The reactants are C1=CC2=C(C=C1C=O)OCO2 (piperonal), [N+](=O)([O-])C (nitromethane), [OH-].[Na+] (sodium hydroxide), ice. Solvent: CO (methanol), O (water), O (water). Run at temperature 4 celsius, time 30 minute. The product is C1OC=2C=C(C=CC2O1)C=C[N+](=O)[O-] (3,4-Methylenedioxy-1-(2-nitroethenyl)-benzene). RXN SMILES: [CH:1]1[C:6]([CH:7]=O)=[CH:5][C:4]2[O:9][CH2:10][O:11][C:3]=2[CH:2]=1.[N+:12]([CH3:15])([O-:14])=[O:13].[OH-].[Na+]>CO.O>[CH2:10]1[O:11][C:3]2[CH:2]=[CH:1][C:6]([CH:7]=[CH:15][N+:12]([O-:14])=[O:13])=[CH:5][C:4]=2[O:9]1 |f:2.3|. Procedure: In a 45-L cryogenic reactor with a contoured, anchor stirrer was dissolved 5.537 kg (36.9 moles) piperonal in 9 L methanol and 2.252 kg (36.9 moles) nitromethane at 15°-20° C. The jacket temperature was set to -5° C. and the reaction solution cooled to a temperature of +3.5° C. A 21° C. solution of 3.10 kg (38.8 moles) 50% (w:w) aquous sodium hydroxide diluted with 3.7 L water was pumped in. The reaction temperature was maintained between 10°-15° C. When addition was complete, the jacket tempera... Reactants: BrC=1C=CC2=C(C(=CS2)C)C1 (5-bromo-3-methylbenzothiophene), BrN1C(CCC1=O)=O (N-bromosuccinimide). Reagents/catalysts: C(C1=CC=CC=C1)(=O)OOC(C1=CC=CC=C1)=O (benzoylperoxide). The solvent is C(Cl)(Cl)(Cl)Cl (carbon tetrachloride). Yields the product BrC=1C=CC2=C(C(=CS2)CBr)C1 (5-bromo-3-(bromomethyl)benzothiophene). Isolated yield 74.0%. RXN SMILES: [Br:1][C:2]1[CH:3]=[CH:4][C:5]2[S:9][CH:8]=[C:7]([CH3:10])[C:6]=2[CH:11]=1.[Br:12]N1C(=O)CCC1=O>C(Cl)(Cl)(Cl)Cl.C(OOC(=O)C1C=CC=CC=1)(=O)C1C=CC=CC=1>[Br:1][C:2]1[CH:3]=[CH:4][C:5]2[S:9][CH:8]=[C:7]([CH2:10][Br:12])[C:6]=2[CH:11]=1. Procedure: A solution of 4.30 gm (18.9 mMol) 5-bromo-3-methylbenzothiophene, 0.25 gm (1.03 mMol) benzoylperoxide, and 3.37 gm (18.9 mMol) N-bromosuccinimide in 50 mL carbon tetrachloride was heated at reflux for 3 hours. The reaction mixture was cooled to room temperature, filtered and the filtrate concentrated under reduced pressure. The residue was subjected to flash silica gel chromatography, eluting with hexane. Fractions containing the desired compound were combined and concentrated under reduced pres... Reaction SMILES: [CH:1]1([N:11]2[C:15]([C:16]([OH:18])=[O:17])=[CH:14][N:13]=[CH:12]2)[C:10]2[C:5](=[CH:6][CH:7]=[CH:8][CH:9]=2)[CH2:4][CH2:3][CH2:2]1.[H-].[Na+].Cl[CH2:22][CH2:23][O:24][CH3:25]>CN(C)C=O>[CH:1]1([N:11]2[C:15]([C:16]([O:18][CH2:22][CH2:23][O:24][CH3:25])=[O:17])=[CH:14][N:13]=[CH:12]2)[C:10]2[C:5](=[CH:6][CH:7]=[CH:8][CH:9]=2)[CH2:4][CH2:3][CH2:2]1 |f:1.2|. Product: C1(CCCC2=CC=CC=C12)N1C=NC=C1C(=O)OCCOC ((2-methoxyethyl) 1-(1,2,3,4-tetrahydro-1-naphthalenyl)-1H-imidazole-5-carboxylate). Procedure: 4.8 Parts of 1-(1,2,3,4-tetrahydro-1-naphthalenyl)-1H-imidazole-5-carboxylic acid are dissolved in 94 parts of warm N,N-dimethylformamide. 0.96 Parts of a sodium hydride dispersion 50% are added portionwise to the thus obtained reaction mixture. Upon complete addition, stirring is continued for 1 hour at room temperature. After the addition of 2.0 parts of 1-chloro-2-methoxyethane, the whole is stirred overnight at 90° C. The reaction mixture is evaporated and the residue is taken up in water. T... Solvent: CN(C=O)C (N,N-dimethylformamide). Reactants: [H-].[Na+] (sodium hydride), C1(CCCC2=CC=CC=C12)N1C=NC=C1C(=O)O (1-(1,2,3,4-tetrahydro-1-naphthalenyl)-1H-imidazole-5-carboxylic acid), ClCCOC (1-chloro-2-methoxyethane). Reaction conditions: time 1 hour. Yield: 46.7%.